From a dataset of the Open Reaction Database (ORD), a public repository of structured organic reaction records. describe an organic reaction: reactants, conditions, products, and yield The reactants are FC(C(=O)O)(F)F (Trifluoroacetic acid), C(C)(C)(C)OC(=O)C(C)ON=C(C(=O)NC1[C@@H]2N(C(=C(CS2)C=C)C(=O)OC(C2=CC=CC=C2)C2=CC=CC=C2)C1=O)C=1N=C(SC1Cl)N (benzhydryl 7-[2-(1-tert-butoxycarbonylethoxyimino)-2-(2-amino-5-chlorothiazol-4-yl)acetamido]-3-vinyl-3-cephem-4-carboxylate), C(C)(C)OC(C)C (diisopropyl ether). The solvent is C(Cl)Cl (methylene chloride), C1(=CC=CC=C1)OC (anisole). Run at time 1.5 hour. Product: C(=O)(O)C(C)ON=C(C(=O)NC1[C@@H]2N(C(=C(CS2)C=C)C(=O)O)C1=O)C=1N=C(SC1Cl)N (7-[2-(1-carboxyethoxyimino)-2-(2-amino-5-chlorothiazol-4-yl)acetamido]-3-vinyl-3-cephem-4-carboxylic acid). Yield: 46.9%. RXN SMILES: FC(F)(F)C(O)=O.C([O:12][C:13]([CH:15]([O:17][N:18]=[C:19]([C:50]1[N:51]=[C:52]([NH2:56])[S:53][C:54]=1[Cl:55])[C:20]([NH:22][CH:23]1[C:48](=[O:49])[N:25]2[C:26]([C:32]([O:34]C(C3C=CC=CC=3)C3C=CC=CC=3)=[O:33])=[C:27]([CH:30]=[CH2:31])[CH2:28][S:29][C@H:24]12)=[O:21])[CH3:16])=[O:14])(C)(C)C.C(OC(C)C)(C)C>C(Cl)Cl.C1(OC)C=CC=CC=1>[C:13]([CH:15]([O:17][N:18]=[C:19]([C:50]1[N:51]=[C:52]([NH2:56])[S:53][C:54]=1[Cl:55])[C:20]([NH:22][CH:23]1[C:48](=[O:49])[N:25]2[C:26]([C:32]([OH:34])=[O:33])=[C:27]([CH:30]=[CH2:31])[CH2:28][S:29][C@H:24]12)=[O:21])[CH3:16])([OH:14])=[O:12]. Reported procedure: Trifluoroacetic acid (6.4 ml) was added to a solution of benzhydryl 7-[2-(1-tert-butoxycarbonylethoxyimino)-2-(2-amino-5-chlorothiazol-4-yl)acetamido]-3-vinyl-3-cephem-4-carboxylate (syn isomer) (1.6 g) in methylene chloride (3.0 ml) and anisole (1.6 ml) under ice-cooling, and the mixture was stirred at ambient temperature for 1.5 hours. To the reaction mixture was added diisopropyl ether (50 ml), and the precipitates were collected by filtration and added to a mixture of water and ethyl acetate...